From a dataset of the Open Reaction Database (ORD), a public repository of structured organic reaction records. describe an organic reaction: reactants, conditions, products, and yield Reactants: [H-].[Na+] (sodium hydride), C1(=CC=CC=C1)C(C1=CC=CC=C1)OC(=O)C12C(=CC3C2(CC2C(CCC2C1(C3)C=O)C)COC31OC2C(O3)OC(C2O)C1O[Si](C)(C)C(C)(C)C)C(C)C (8a-[[[6-(hydroxy)tetrahydro-7-t-butyldimethylsilyloxy-2,5-methanofuro[2,3-d]-1,3-dioxol-2-yl]oxy]methyl]-4-formyl-4,4a,5,6,7,7a,8,8a-octahydro-7-methyl-3-(1-methylethyl)-1,4-methano-s-indacene-3a(1H)-carboxylic acid diphenylmethyl ester), ClCCC (1-chloropropane). Run in CN(C=O)C (dimethylformamide). Reaction conditions: time 30 minute. The product is CC(C1=CC=CC=C1)(C)OC(=O)C12C(=CC3C2(CC2C(CCC2C1(C3)C=O)C)COC31OC2C(O3)OC(C2OCCC)C1O[Si](C)(C)C(C)(C)C)C(C)C (8a-[[[6-(propoxy)tetrahydro-7-t-butyldimethylsilyloxy-2,5-methanofuro[2,3-d]-1,3-dioxol-2-yl]oxy]methyl]-4-formyl-4,4a,5,6,7,7a,8,8a-octahydro-7-methyl-3-(1-methylethyl)-1,4-methano-s-indacene-3a(1H)-carboxylic acid dimethylphenylmethyl ester). As a reaction SMILES: C1(C([O:14][C:15]([C:17]23[C:28]4([CH:30]=[O:31])[CH2:29][CH:20]([C:21]2([CH2:33][O:34][C:35]25[CH:44]([O:45][Si:46]([C:49]([CH3:52])([CH3:51])[CH3:50])([CH3:48])[CH3:47])[CH:41]6[CH:42]([OH:43])[CH:37]([CH:38]([O:40]6)[O:39]2)[O:36]5)[CH2:22][CH:23]2[CH:27]4[CH2:26][CH2:25][CH:24]2[CH3:32])[CH:19]=[C:18]3[CH:53]([CH3:55])[CH3:54])=[O:16])C2C=CC=CC=2)C=CC=CC=1.[H-].[Na+].Cl[CH2:59][CH2:60][CH3:61]>CN(C)C=O>[CH3:59][C:60]([O:14][C:15]([C:17]12[C:28]3([CH:30]=[O:31])[CH2:29][CH:20]([C:21]1([CH2:33][O:34][C:35]14[CH:44]([O:45][Si:46]([C:49]([CH3:50])([CH3:52])[CH3:51])([CH3:47])[CH3:48])[CH:41]5[CH:42]([O:43][CH2:22][CH2:21][CH3:33])[CH:37]([CH:38]([O:40]5)[O:39]1)[O:36]4)[CH2:22][CH:23]1[CH:27]3[CH2:26][CH2:25][CH:24]1[CH3:32])[CH:19]=[C:18]2[CH:53]([CH3:55])[CH3:54])=[O:16])([CH3:61])[C:17]1[CH:28]=[CH:29][CH:20]=[CH:19][CH:18]=1 |f:1.2|. Procedure details: 50 mg of compound (6) was dissolved in 1.0 ml of dry dimethylformamide under a nitrogen atmosphere and mixed with about 4 mg of sodium hydride under cooling with ice. After 30 minutes, 56.3 μl of 1-chloropropane was added, and the reaction solution was stirred at room temperature for 3 hours. Then, the reaction solution was charged onto a silica gel column (Kieselgel 60, Merck, 1.0φ×30 cm) and eluted with n-hexane-ethyl acetate (4:1). The fraction containing the desired product was concentrated ... The reactants are C1(=CCCC1)C=O (1-cyclopentene-1-carboxaldehyde), C(C)(=O)[O-] (acetate), C1=CC=CC=C1 (benzene). As a reaction SMILES: [C:1]1([CH:6]=O)[CH2:5][CH2:4][CH2:3][CH:2]=1.[C:8]([O-:11])(=[O:10])[CH3:9].[CH:12]1C=CC=CC=1>>[C:1]1(/[CH:6]=[CH:9]/[C:8]([O:11][CH3:12])=[O:10])[CH2:5][CH2:4][CH2:3][CH:2]=1. Procedure: 1-cyclopentene-1-carboxaldehyde (9.60 g, 100 mmoles) was mixed with methyl (triphenylphosphoraylidene) acetate (40.1 g, 120 mmoles) in 80 ml of benzene and was brought to reflux under nitrogen for 5 hours. After cooling, the solids were filtered off, washed with ether and discarded. The solvent mixture was concentrated in vacuo, triturated with several volumes of pentane, filtered and stripped. Flash chromatography on silica gel afforded 14.8 g of the desired ester as a pure, white solid. Yields the product C1(=CCCC1)/C=C/C(=O)OC (Methyl 3-(1-cyclopentenyl)-trans-2-propenoate).